describe an organic reaction: reactants, conditions, products, and yield From a dataset of the Open Reaction Database (ORD), a public repository of structured organic reaction records. The reactants are CC(C)(C)[Si](C)(C)OCCCCC(c1cc(F)ccc1F)S(=O)(=O)c1ccc(Cl)cc1, [Li]CCCC, CN(C)P(=O)(N(C)C)N(C)C, CCCCCC, CC(C)O, CCCCI, C1CCOC1. Product: CCCCC(CCCCO[Si](C)(C)C(C)(C)C)(c1cc(F)ccc1F)S(=O)(=O)c1ccc(Cl)cc1. As a reaction SMILES: [C:6]([CH3:7])([CH3:8])([CH3:9])[Si:10]([O:11][CH2:12][CH2:13][CH2:14][CH2:15][CH:16]([S:17](=[O:18])(=[O:19])[c:20]1[cH:21][cH:22][c:23]([Cl:26])[cH:24][cH:25]1)[c:27]1[c:28]([F:34])[cH:29][cH:30][c:31]([F:33])[cH:32]1)([CH3:35])[CH3:36].[CH2:1]([CH2:2][CH2:3][CH3:4])[Li:5].[CH3:37][N:38]([CH3:39])[P:40](=[O:41])([N:42]([CH3:43])[CH3:44])[N:45]([CH3:46])[CH3:47].[CH3:62][CH2:63][CH2:64][CH2:65][CH2:66][CH3:67].[CH:53]([OH:54])([CH3:55])[CH3:56].[I:48][CH2:49][CH2:50][CH2:51][CH3:52].[O:57]1[CH2:58][CH2:59][CH2:60][CH2:61]1>>[CH2:1]([CH2:2][CH2:3][CH3:4])[C:16]([CH2:15][CH2:14][CH2:13][CH2:12][O:11][Si:10]([C:6]([CH3:7])([CH3:8])[CH3:9])([CH3:35])[CH3:36])([S:17](=[O:18])(=[O:19])[c:20]1[cH:21][cH:22][c:23]([Cl:26])[cH:24][cH:25]1)[c:27]1[c:28]([F:34])[cH:29][cH:30][c:31]([F:33])[cH:32]1. Reactants: C(C)C1=C(N=C(O1)C1=CC=CC=C1)C(=O)O (5-ethyl-2-phenyl-oxazole-4-carboxylic acid), N1(CCOCC1)C1=CC=C(C=N1)N (6-morpholin-4-yl-pyridin-3-ylamine). Product: N1(CCOCC1)C1=CC=C(C=N1)NC(=O)C=1N=C(OC1CC)C1=CC=CC=C1 (5-ethyl-2-phenyl-oxazole-4-carboxylic acid (6-morpholin-4-yl-pyridin-3-yl)-amide). As a reaction SMILES: [CH2:1]([C:3]1[O:7][C:6]([C:8]2[CH:13]=[CH:12][CH:11]=[CH:10][CH:9]=2)=[N:5][C:4]=1[C:14]([OH:16])=O)[CH3:2].[N:17]1([C:23]2[N:28]=[CH:27][C:26]([NH2:29])=[CH:25][CH:24]=2)[CH2:22][CH2:21][O:20][CH2:19][CH2:18]1>>[N:17]1([C:23]2[N:28]=[CH:27][C:26]([NH:29][C:14]([C:4]3[N:5]=[C:6]([C:8]4[CH:9]=[CH:10][CH:11]=[CH:12][CH:13]=4)[O:7][C:3]=3[CH2:1][CH3:2])=[O:16])=[CH:25][CH:24]=2)[CH2:22][CH2:21][O:20][CH2:19][CH2:18]1. Procedure details: With a procedure similar to example 16 above, 5-ethyl-2-phenyl-oxazole-4-carboxylic acid (6-morpholin-4-yl-pyridin-3-yl)-amide was prepared from 5-ethyl-2-phenyl-oxazole-4-carboxylic acid and 6-morpholin-4-yl-pyridin-3-ylamine. LCMS calcd for C21H22N4O3 (m/e) 378, obsd 379 (M+H).